From a dataset of the Open Reaction Database (ORD), a public repository of structured organic reaction records. describe an organic reaction: reactants, conditions, products, and yield The reactants are COC(=O)C1CC(S(C)(=O)=O)CN1c1cc(C)nn1CCc1ccccc1, [Li+], [OH-]. The product is Cc1cc(N2CC(S(C)(=O)=O)CC2C(=O)O)n(CCc2ccccc2)n1. RXN SMILES: [CH3:1][O:2][C:3](=[O:4])[CH:5]1[N:6]([c:14]2[n:15]([CH2:20][CH2:21][c:22]3[cH:23][cH:24][cH:25][cH:26][cH:27]3)[n:16][c:17]([CH3:19])[cH:18]2)[CH2:7][CH:8]([S:10](=[O:11])(=[O:12])[CH3:13])[CH2:9]1.[Li+:28].[OH-:29]>>[O:2]=[C:3]([OH:4])[CH:5]1[N:6]([c:14]2[n:15]([CH2:20][CH2:21][c:22]3[cH:23][cH:24][cH:25][cH:26][cH:27]3)[n:16][c:17]([CH3:19])[cH:18]2)[CH2:7][CH:8]([S:10](=[O:11])(=[O:12])[CH3:13])[CH2:9]1.